describe an organic reaction: reactants, conditions, products, and yield From a dataset of the Open Reaction Database (ORD), a public repository of structured organic reaction records. Starting materials: CCO, CSc1nccc(C)n1, NN, O. The product is Cc1ccnc(NN)n1. RXN SMILES: [CH3:13][CH2:14][OH:15].[CH3:4][c:5]1[n:6][c:7]([S:11][CH3:12])[n:8][cH:9][cH:10]1.[NH2:2][NH2:3].[OH2:1]>>[NH:2]([NH2:3])[c:7]1[n:6][c:5]([CH3:4])[cH:10][cH:9][n:8]1.